From a dataset of the Open Reaction Database (ORD), a public repository of structured organic reaction records. describe an organic reaction: reactants, conditions, products, and yield Starting materials: ClC=1C2=C(N(C(C(N1)CC1=CC3=CC=CC=C3C=C1)=O)C)C=CC(=C2)Cl (5,7-Dichloro-1-methyl-3-(naphthalen-2-ylmethyl)-1H-benzo[e][1,4]diazepin-2(3H)-one), OC1CCNCC1 (4-hydroxypiperidine), C([O-])([O-])=O.[Na+].[Na+] (sodium carbonate). The reagents and catalysts are [I-].C(CCC)[N+](CCCC)(CCCC)CCCC (tetrabutylammonium iodide). Solvent: C1(=CC=CC=C1)C (toluene), C(C)(=O)OCC (ethyl acetate). Conditions: temperature 100 celsius. The product is ClC1=CC2=C(N(C(C(N=C2N2CCC(CC2)O)CC2=CC3=CC=CC=C3C=C2)=O)C)C=C1 (7-chloro-5-(4-hydroxypiperidin-1-yl)-1-methyl-3-(naphthalen-2-ylmethyl)-1H-benzo[e][1,4]diazepin-2(3H)-one). The yield is 8.0%. Reaction SMILES: Cl[C:2]1[C:3]2[CH:25]=[C:24]([Cl:26])[CH:23]=[CH:22][C:4]=2[N:5]([CH3:21])[C:6](=[O:20])[CH:7]([CH2:9][C:10]2[CH:19]=[CH:18][C:17]3[C:12](=[CH:13][CH:14]=[CH:15][CH:16]=3)[CH:11]=2)[N:8]=1.[OH:27][CH:28]1[CH2:33][CH2:32][NH:31][CH2:30][CH2:29]1.C(=O)([O-])[O-].[Na+].[Na+]>[I-].C([N+](CCCC)(CCCC)CCCC)CCC.C1(C)C=CC=CC=1.C(OCC)(=O)C>[Cl:26][C:24]1[CH:23]=[CH:22][C:4]2[N:5]([CH3:21])[C:6](=[O:20])[CH:7]([CH2:9][C:10]3[CH:19]=[CH:18][C:17]4[C:12](=[CH:13][CH:14]=[CH:15][CH:16]=4)[CH:11]=3)[N:8]=[C:2]([N:31]3[CH2:32][CH2:33][CH:28]([OH:27])[CH2:29][CH2:30]3)[C:3]=2[CH:25]=1 |f:2.3.4,5.6|. Procedure details: 5,7-Dichloro-1-methyl-3-(naphthalen-2-ylmethyl)-1H-benzo[e][1,4]diazepin-2(3H)-one (0.36 g, 0.94 mmol), 4-hydroxypiperidine (0.38 g, 3.8 mmol), sodium carbonate (0.40 g, 3.8 mmol), and tetrabutylammonium iodide (0.09 g, 0.24 mmol) were combined in toluene (5 mL) and heated to 100° C. for 24 hours. The solution was cooled, diluted with ethyl acetate, washed with water, brine, dried with magnesium sulfate, filtered and concentrated in vacuo. Column chromatography eluting with a gradient of 25-100%... Reactants: Cl.CC1=CN=NN1C1CNCC1 (3-(5-methyl-1,2,3-triazol-1-yl)pyrrolidine hydrochloride), C1CCC2=NCCCN2CC1 (DBU), C1(CC1)N1C=C(C(C2=CC(=C(C(=C12)OC)F)F)=O)C(=O)O (1-cyclopropyl-6,7-difluoro-8-methoxy-1,4-dihydro-4-oxoquinoline-3-carboxylic acid). Product: C1(CC1)N1C=C(C(C2=CC(=C(C(=C12)OC)N1CC(CC1)N1N=NC=C1C)F)=O)C(=O)O (1-Cyclopropyl-6 -fluoro-8-methoxy-7-[3-(5-methyl-1,2,3-triazol-1-yl)pyrrolidin-1-yl]-1,4-dihydro-4-oxoquinoline -3-carboxylic acid). Solvent: C(C)#N (acetonitrile). Reported procedure: 3-(5-methyl-1,2,3-triazol-1-yl)pyrrolidine hydrochloride (64 mg, 0.34 mmol) and DBU (77 mg, 0.51 mmol) was added to a suspension of 1-cyclopropyl-6,7-difluoro-8-methoxy-1,4-dihydro-4-oxoquinoline-3-carboxylic acid (50 mg, 0.17 mmol) in acetonitrile (5 ml). The reaction mixture was refluxed for 18 hrs and then concentrated to dryness. The residue was triturated with water and thus separated solid was filtered, washed with water, acetonitrile and dried to give 5 mg of title product. m.p. 226°-228°... Isolated yield 6.9%. RXN SMILES: Cl.[CH3:2][C:3]1[N:7]([CH:8]2[CH2:12][CH2:11][NH:10][CH2:9]2)[N:6]=[N:5][CH:4]=1.C1CCN2C(=NCCC2)CC1.[CH:24]1([N:27]2[C:36]3[C:31](=[CH:32][C:33]([F:40])=[C:34](F)[C:35]=3[O:37][CH3:38])[C:30](=[O:41])[C:29]([C:42]([OH:44])=[O:43])=[CH:28]2)[CH2:26][CH2:25]1>C(#N)C>[CH:24]1([N:27]2[C:36]3[C:31](=[CH:32][C:33]([F:40])=[C:34]([N:10]4[CH2:11][CH2:12][CH:8]([N:7]5[C:3]([CH3:2])=[CH:4][N:5]=[N:6]5)[CH2:9]4)[C:35]=3[O:37][CH3:38])[C:30](=[O:41])[C:29]([C:42]([OH:44])=[O:43])=[CH:28]2)[CH2:25][CH2:26]1 |f:0.1|. Starting materials: ClCCCl, CN(C)c1ccncc1, C[Si](C)(C)CCOCn1cc(C(=O)O)c2nc(C3CC3)cnc21, ClCCl, NC1(CO)CCOCC1, O. Product: C[Si](C)(C)CCOCn1cc(C(=O)NC2(CO)CCOCC2)c2nc(C3CC3)cnc21. RXN SMILES: [CH2:24]([Cl:25])[CH2:26][Cl:27].[CH3:40][N:41]([CH3:42])[c:43]1[cH:44][cH:45][n:46][cH:47][cH:48]1.[CH:1]1([c:4]2[n:5][c:6]3[c:7]([n:8][cH:9]2)[n:10]([CH2:16][O:17][CH2:18][CH2:19][Si:20]([CH3:21])([CH3:22])[CH3:23])[cH:11][c:12]3[C:13](=[O:14])[OH:15])[CH2:2][CH2:3]1.[Cl:37][CH2:38][Cl:39].[NH2:28][C:29]1([CH2:35][OH:36])[CH2:30][CH2:31][O:32][CH2:33][CH2:34]1.[OH2:49]>>[CH:1]1([c:4]2[n:5][c:6]3[c:7]([n:8][cH:9]2)[n:10]([CH2:16][O:17][CH2:18][CH2:19][Si:20]([CH3:21])([CH3:22])[CH3:23])[cH:11][c:12]3[C:13](=[O:15])[NH:28][C:29]2([CH2:35][OH:36])[CH2:30][CH2:31][O:32][CH2:33][CH2:34]2)[CH2:2][CH2:3]1. Starting materials: CC(=O)CCC(=O)O, CCN=C=NCCCN(C)C, CN(C)C=O, Cl, CC(C)CNNC(=O)C(CC(C)C)C(CC=Cc1ccccc1)C(=O)NOC1CCCCO1. Product: CC(=O)CCC(=O)N(CC(C)C)NC(=O)C(CC(C)C)C(CC=Cc1ccccc1)C(=O)NOC1CCCCO1. Reaction SMILES: [C:34]([CH2:35][CH2:36][C:37](=[O:38])[CH3:39])(=[O:40])[OH:41].[CH2:43]([N:44]=[C:45]=[N:46][CH2:47][CH2:48][CH2:49][N:50]([CH3:51])[CH3:52])[CH3:53].[CH3:54][N:55]([CH3:56])[CH:57]=[O:58].[ClH:42].[O:1]1[CH:2]([O:7][NH:8][C:9](=[O:10])[CH:11]([CH2:12][CH:13]=[CH:14][c:15]2[cH:16][cH:17][cH:18][cH:19][cH:20]2)[CH:21]([C:22](=[O:23])[NH:24][NH:25][CH2:26][CH:27]([CH3:28])[CH3:29])[CH2:30][CH:31]([CH3:32])[CH3:33])[CH2:3][CH2:4][CH2:5][CH2:6]1>>[O:1]1[CH:2]([O:7][NH:8][C:9](=[O:10])[CH:11]([CH2:12][CH:13]=[CH:14][c:15]2[cH:16][cH:17][cH:18][cH:19][cH:20]2)[CH:21]([C:22](=[O:23])[NH:24][N:25]([CH2:26][CH:27]([CH3:28])[CH3:29])[C:34]([CH2:35][CH2:36][C:37](=[O:38])[CH3:39])=[O:40])[CH2:30][CH:31]([CH3:32])[CH3:33])[CH2:3][CH2:4][CH2:5][CH2:6]1. Starting materials: C#CC1(S(=O)(=O)NC(=O)OC(C)(C)C)CC1, ClCCl, O=C(O)C(F)(F)F. The product is C#CC1(S(N)(=O)=O)CC1. RXN SMILES: [C:1]([O:2][C:3]([CH3:4])([CH3:5])[CH3:6])(=[O:7])[NH:8][S:9](=[O:10])(=[O:11])[C:12]1([C:15]#[CH:16])[CH2:13][CH2:14]1.[Cl:24][CH2:25][Cl:26].[F:17][C:18]([F:19])([F:20])[C:21]([OH:22])=[O:23]>>[NH2:8][S:9](=[O:10])(=[O:11])[C:12]1([C:15]#[CH:16])[CH2:13][CH2:14]1. Starting materials: CCOC(=O)C(C)(C)C(O)c1ccc(OCc2cc(C)nc3ccccc23)cc1, C1CCOC1, CO, O=C(O)C(F)(F)F, [K+], NO, [OH-]. Product: Cc1cc(COc2ccc(C(O)C(C)(C)C(=O)NO)cc2)c2ccccc2n1, O=C(O)C(F)(F)F. As a reaction SMILES: [CH2:1]([O:2][C:4]([C:5]([CH:6]([c:7]1[cH:8][cH:9][c:10]([O:13][CH2:14][c:15]2[cH:16][c:17]([CH3:25])[n:18][c:19]3[cH:20][cH:21][cH:22][cH:23][c:24]23)[cH:11][cH:12]1)[OH:26])([CH3:27])[CH3:28])=[O:29])[CH3:3].[CH2:43]1[O:44][CH2:45][CH2:46][CH2:47]1.[CH3:34][OH:35].[F:36][C:37]([C:38](=[O:39])[OH:40])([F:41])[F:42].[K+:31].[NH2:32][OH:33].[OH-:30]>>[C:4]([C:5]([CH:6]([c:7]1[cH:8][cH:9][c:10]([O:13][CH2:14][c:15]2[cH:16][c:17]([CH3:25])[n:18][c:19]3[cH:20][cH:21][cH:22][cH:23][c:24]23)[cH:11][cH:12]1)[OH:26])([CH3:27])[CH3:28])(=[O:29])[NH:32][OH:30].[F:36][C:37]([C:38](=[O:39])[OH:40])([F:41])[F:42]. The reactants are O=C(O)C12CCCC1C1CCC2C1, [Na+], O=S(=O)([O-])[O-], [OH-], CCOS(=O)(=O)OCC. The product is CCOC(=O)C12CCCC1C1CCC2C1. As a reaction SMILES: [CH:3]12[C:4]3([C:13](=[O:14])[OH:15])[CH2:5][CH2:6][CH2:7][CH:8]3[CH:9]([CH2:10][CH2:11]1)[CH2:12]2.[Na+:2].[O-:25][S:26](=[O:27])(=[O:28])[O-:29].[OH-:1].[S:16]([O:17][CH2:18][CH3:19])([O:22][CH2:20][CH3:21])(=[O:23])=[O:24]>>[CH:3]12[C:4]3([C:13](=[O:14])[O:15][CH2:20][CH3:21])[CH2:5][CH2:6][CH2:7][CH:8]3[CH:9]([CH2:10][CH2:11]1)[CH2:12]2.